From a dataset of the Open Reaction Database (ORD), a public repository of structured organic reaction records. describe an organic reaction: reactants, conditions, products, and yield The reactants are BrC1=CC=C(C=C1)N1C=NC=C1 (1-(4-bromophenyl)imidazole), BrCCCCCCC (1-bromoheptane). The solvent is C1CCOC1 (THF). The product is [Br-].BrC1=CC=C(C=C1)[N+]1=CN(C=C1)CCCCCCC (1-(4-bromophenyl)-3-heptyl imidazolium bromide). As a reaction SMILES: [Br:1][C:2]1[CH:7]=[CH:6][C:5]([N:8]2[CH:12]=[CH:11][N:10]=[CH:9]2)=[CH:4][CH:3]=1.Br[CH2:14][CH2:15][CH2:16][CH2:17][CH2:18][CH2:19][CH3:20]>C1COCC1>[Br-:1].[Br:1][C:2]1[CH:3]=[CH:4][C:5]([N+:8]2[CH:12]=[CH:11][N:10]([CH2:14][CH2:15][CH2:16][CH2:17][CH2:18][CH2:19][CH3:20])[CH:9]=2)=[CH:6][CH:7]=1 |f:3.4|. Reported procedure: According to the general synthesis procedure, 1.62 mmol (0.361 g) 1-(4-bromophenyl)imidazole and 1.78 mmol (0.319 g, 0.28 ml) 1-bromoheptane are dissolved in 5 ml THF and heated for 2.5 h to 100° C. The reactants are CC1=CC(=CC(=N1)OS(=O)(=O)C(F)(F)F)C1=CC(=C(C=C1)C(F)(F)F)C (trifluoro-methanesulfonic acid 6-methyl-4-(3-methyl-4-trifluoromethyl-phenyl)-pyridin-2-yl ester), C(C)(C)(C)NS(=O)(=O)C1=CC(=CC=C1)C1=NC(=CC=C1)[Sn](CCCC)(CCCC)CCCC (N-tert-butyl-3-(6-tributylstannanyl-pyridin-2-yl)-benzenesulfonamide), tetrakis(triphenyl-phosphine)palladium. The solvent is C1(=CC=CC=C1)C (toluene). Yields the product C(C)(C)(C)NS(=O)(=O)C1=CC(=CC=C1)C1=CC=CC(=N1)C1=NC(=CC(=C1)C1=CC(=C(C=C1)C(F)(F)F)C)C (N-tert-Butyl-3-[6′-methyl-4′-(3-methyl-4-trifluoromethyl-phenyl)-[2,2′]bipyridinyl-6-yl]-benzenesulfonamide). RXN SMILES: [CH3:1][C:2]1[N:7]=[C:6](OS(C(F)(F)F)(=O)=O)[CH:5]=[C:4]([C:16]2[CH:21]=[CH:20][C:19]([C:22]([F:25])([F:24])[F:23])=[C:18]([CH3:26])[CH:17]=2)[CH:3]=1.[C:27]([NH:31][S:32]([C:35]1[CH:40]=[CH:39][CH:38]=[C:37]([C:41]2[CH:46]=[CH:45][CH:44]=[C:43]([Sn](CCCC)(CCCC)CCCC)[N:42]=2)[CH:36]=1)(=[O:34])=[O:33])([CH3:30])([CH3:29])[CH3:28]>C1(C)C=CC=CC=1>[C:27]([NH:31][S:32]([C:35]1[CH:40]=[CH:39][CH:38]=[C:37]([C:41]2[N:42]=[C:43]([C:6]3[CH:5]=[C:4]([C:16]4[CH:21]=[CH:20][C:19]([C:22]([F:24])([F:23])[F:25])=[C:18]([CH3:26])[CH:17]=4)[CH:3]=[C:2]([CH3:1])[N:7]=3)[CH:44]=[CH:45][CH:46]=2)[CH:36]=1)(=[O:33])=[O:34])([CH3:30])([CH3:28])[CH3:29]. Reported procedure: A stirred mixture of trifluoro-methanesulfonic acid 6-methyl-4-(3-methyl-4-trifluoromethyl-phenyl)-pyridin-2-yl ester (Example A.64) (0.250 g, 0.626 mmol), N-tert-butyl-3-(6-tributylstannanyl-pyridin-2-yl)-benzenesulfonamide (Example F.6) (0.363 g, 0.626 mmol), tetrakis(triphenyl-phosphine)palladium (0.036 g, 5 mol %) in toluene (5 mL) was heated under reflux conditions for 18 h. Removal of the solvent in vacuum left a crude product which was purified by silica gel column chromatography with n-h... Starting materials: C(C)(C)NC(C)C (diisopropylamine), C(CCC)[Li] (butyllithium), CC1=C2N(C3=CC=CC=C13)C(C(CC2)CC=2N=CN(C2C)C(C2=CC=CC=C2)(C2=CC=CC=C2)C2=CC=CC=C2)=O (8,9-dihydro-10-methyl-7-[(5-methyl-1-trityl-1H-imidazol-4-yl)methyl]pyrido[1,2-a]indol-6(7H)-one), C(C(=O)O)(=O)O (oxalic acid), CI (methyl iodide). The solvent is O1CCCC1 (tetrahydrofuran), CCCCCC (hexane), O (water), O1CCCC1 (tetrahydrofuran), O1CCCC1 (tetrahydrofuran). Reaction conditions: time 20 minute. Yields the product CC1(CCC=2N(C3=CC=CC=C3C2C)C1=O)CC=1N=CN(C1C)C(C1=CC=CC=C1)(C1=CC=CC=C1)C1=CC=CC=C1 (8,9-dihydro-7,10-dimethyl-7-[(5-methyl-1-trityl-1H-imidazol-4-yl)methyl]pyrido[1,2-a]indol-6(7H)-one). Yield: 66.5%. RXN SMILES: [CH:1](NC(C)C)(C)C.C([Li])CCC.[CH3:13][C:14]1[C:22]2[C:17](=[CH:18][CH:19]=[CH:20][CH:21]=2)[N:16]2[C:23](=[O:53])[CH:24]([CH2:27][C:28]3[N:29]=[CH:30][N:31]([C:34]([C:47]4[CH:52]=[CH:51][CH:50]=[CH:49][CH:48]=4)([C:41]4[CH:46]=[CH:45][CH:44]=[CH:43][CH:42]=4)[C:35]4[CH:40]=[CH:39][CH:38]=[CH:37][CH:36]=4)[C:32]=3[CH3:33])[CH2:25][CH2:26][C:15]=12.CI.C(O)(=O)C(O)=O>O1CCCC1.CCCCCC.O>[CH3:1][C:24]1([CH2:27][C:28]2[N:29]=[CH:30][N:31]([C:34]([C:47]3[CH:52]=[CH:51][CH:50]=[CH:49][CH:48]=3)([C:41]3[CH:42]=[CH:43][CH:44]=[CH:45][CH:46]=3)[C:35]3[CH:36]=[CH:37][CH:38]=[CH:39][CH:40]=3)[C:32]=2[CH3:33])[C:23](=[O:53])[N:16]2[C:17]3[C:22]([C:14]([CH3:13])=[C:15]2[CH2:26][CH2:25]1)=[CH:21][CH:20]=[CH:19][CH:18]=3. Reported procedure: To a solution of diisopropylamine (263 mg) in tetrahydrofuran (3 ml) at -70° C. under a nitrogen atmosphere was added 1.64M butyllithium in hexane (1.75 ml). After being stirred at the same temperature for 20 minutes, the mixture was treated with a solution of 8,9-dihydro-10-methyl-7-[(5-methyl-1-trityl-1H-imidazol-4-yl)methyl]pyrido[1,2-a]indol-6(7H)-one (1.07 g) in tetrahydrofuran (5 ml) over 15 minutes. The mixture was stirred at -65° C. for 30 minutes and at -25° C. for 40 minutes and a solu... The reactants are COC=1C=C(N)C=CC1 (3-methoxyaniline), C(C(=O)O)S (thioglycollic acid). Solvent: C1(=CC=CC=C1)C (toluene). Yields the product SCC(=O)NC1=CC(=CC=C1)OC (2-mercapto-N-(3-methoxyphenyl)acetamide). RXN SMILES: [CH3:1][O:2][C:3]1[CH:4]=[C:5]([CH:7]=[CH:8][CH:9]=1)[NH2:6].[CH2:10]([SH:14])[C:11](O)=[O:12]>C1(C)C=CC=CC=1>[SH:14][CH2:10][C:11]([NH:6][C:5]1[CH:7]=[CH:8][CH:9]=[C:3]([O:2][CH3:1])[CH:4]=1)=[O:12]. Reported procedure: Freshly distilled 3-methoxyaniline (7.6615 g) was dissolved in toluene (35 ml) and treated with thioglycollic acid (4.75 ml). The mixture was heated under reflux, and water collected in an Dean and Stark apparatus overnight. Upon cooling to room temperature crystals formed which were collected at the pump. The title compound (which was sufficiently pure for the next reaction) was obtained as a white solid, yield 9.233 g. Reactants: CC(C)O, Nc1ccc(OCc2cccc(F)c2)c(Cl)c1, Clc1ncnc2ccc(I)cc12. Yields the product Fc1cccc(COc2ccc(Nc3ncnc4ccc(I)cc34)cc2Cl)c1. As a reaction SMILES: [CH:30]([OH:31])([CH3:32])[CH3:33].[Cl:13][c:14]1[cH:15][c:16]([NH2:17])[cH:18][cH:19][c:20]1[O:21][CH2:22][c:23]1[cH:24][c:25]([F:29])[cH:26][cH:27][cH:28]1.[Cl:1][c:2]1[n:3][cH:4][n:5][c:6]2[cH:7][cH:8][c:9]([I:12])[cH:10][c:11]12>>[c:2]1([NH:17][c:16]2[cH:15][c:14]([Cl:13])[c:20]([O:21][CH2:22][c:23]3[cH:24][c:25]([F:29])[cH:26][cH:27][cH:28]3)[cH:19][cH:18]2)[n:3][cH:4][n:5][c:6]2[cH:7][cH:8][c:9]([I:12])[cH:10][c:11]12. Reactants: C(C)OCC(=O)OCC (ethyl ethoxyacetate), CC=1OC=NN1 (2-methyl-1,3,4-oxadiazole), [Li]CCCC (n-BuLi). Solvent: C1CCOC1 (THF), C1(=CC=CC=C1)C (toluene). Reaction conditions: temperature -40 celsius, time 1 hour. Yields the product CC1=NN=C(O1)C(=O)COCC (Ethoxymethyl 5-methyl-1,3,4-oxadiazol-2-yl ketone). As a reaction SMILES: [CH3:1][C:2]1[O:3][CH:4]=[N:5][N:6]=1.[Li]CCCC.[CH2:12]([O:14][CH2:15][C:16](OCC)=[O:17])[CH3:13]>C1COCC1.C1(C)C=CC=CC=1>[CH3:1][C:2]1[O:3][C:4]([C:16]([CH2:15][O:14][CH2:12][CH3:13])=[O:17])=[N:5][N:6]=1. Procedure: To a stirred solution of the 2-methyl-1,3,4-oxadiazole (5.0 g, 59.5 mmol) in THF (100 mL) was added dropwise n-BuLi (23.79 mL, 59.5 mmol) in toluene under N2 at −78° C. After 1 h, ethyl ethoxyacetate (10.22 g, 77 mmol) was added. The reaction mixture was then allowed to warm to −40° C. and stirred for 2 h. The reaction mixture was then quenched with 65 mL of LON HCl and extracted with EtOAc. The organic layer was washed with water and then brine, dried over anhydrous Na2SO4, and concentrated. Th...